From a dataset of the Open Reaction Database (ORD), a public repository of structured organic reaction records. describe an organic reaction: reactants, conditions, products, and yield Starting materials: N (NH3), C(CCl)Cl (EDC), C(C)(=O)N1[C@H](C[C@H](C2=CC(=CC=C12)C1=CC=C(C(=O)O)C=C1)NC1=CC=C(C=C1)Cl)C (4-{(2S,4R)-1-acetyl-4-[(4-chlorophenyl)amino]-2-methyl-1,2,3,4-tetrahydro-6-quinolinyl}benzoic acid), C(C)N1CCOCC1 (N-ethylmorpholine), CCN=C=NCCCN(C)C (EDAC), C=1C=CC2=C(C1)N=NN2O (HOBT), C(C)N1CCOCC1 (NEM), C=1C=CC2=C(C1)N=NN2O (HOBT). Run in ClCCl (dichloromethane). Run at time 4 hour. Product: C(C)(=O)N1[C@H](C[C@H](C2=CC(=CC=C12)C1=CC=C(C(=O)N)C=C1)NC1=CC=C(C=C1)Cl)C (4-{(2S,4R)-1-acetyl-4-[(4-chlorophenyl)amino]-2-methyl-1,2,3,4-tetrahydro-6-quinolinyl}benzamide). Yield: 69.0%. As a reaction SMILES: [C:1]([N:4]1[C:13]2[C:8](=[CH:9][C:10]([C:14]3[CH:22]=[CH:21][C:17]([C:18](O)=[O:19])=[CH:16][CH:15]=3)=[CH:11][CH:12]=2)[C@H:7]([NH:23][C:24]2[CH:29]=[CH:28][C:27]([Cl:30])=[CH:26][CH:25]=2)[CH2:6][C@@H:5]1[CH3:31])(=[O:3])[CH3:2].C1C=CC2N(O)N=[N:38]C=2C=1.N.C(Cl)CCl.C(N1CCOCC1)C.CCN=C=NCCCN(C)C>ClCCl>[C:1]([N:4]1[C:13]2[C:8](=[CH:9][C:10]([C:14]3[CH:15]=[CH:16][C:17]([C:18]([NH2:38])=[O:19])=[CH:21][CH:22]=3)=[CH:11][CH:12]=2)[C@H:7]([NH:23][C:24]2[CH:29]=[CH:28][C:27]([Cl:30])=[CH:26][CH:25]=2)[CH2:6][C@@H:5]1[CH3:31])(=[O:3])[CH3:2]. Procedure details: A flask was charged with 4-{(2S,4R)-1-acetyl-4-[(4-chlorophenyl)amino]-2-methyl-1,2,3,4-tetrahydro-6-quinolinyl}benzoic acid (for a preparation see example 6) (109 mg, 0.251 mmol), HOBT.NH3 (85 mg, 0.501 mmol) and EDC (57.7 mg, 0.301 mmol) then filled with dichloromethane (DCM) (5 mL) and the resulting mixture was treated with N-ethylmorpholine (NEM) (0.095 mL, 0.752 mmol) then stirred a room temperature. After 4 h, 50% of the previous quantities of EDAC, HOBT and NEM were added and the resultin... The reactants are C(=O)(OC(C)(C)C)N1CC(C1)=O (N-boc-3-azetidinone), BrC=1C=C(C(=NC1)I)CO ((5-bromo-2-iodo-pyridin-3-yl)-methanol), C(C)(C)[Mg]Cl (i-PrMgCl), [Li+].[Cl-] (LiCl). Run in C1CCOC1 (THF), C1CCOC1 (THF). Conditions: time 16 hour. Yields the product C(C)(C)(C)OC(=O)N1CC(C1)(O)C1=NC=C(C=C1CO)Br (3-(5-bromo-3-hydroxymethyl-pyridin-2-yl)-3-hydroxy-azetidine-1-carboxylic acid tert-butyl ester). Isolated yield 45.2%. RXN SMILES: [Br:1][C:2]1[CH:3]=[C:4]([CH2:9][OH:10])[C:5](I)=[N:6][CH:7]=1.C([Mg]Cl)(C)C.[Li+].[Cl-].[C:18]([N:25]1[CH2:28][C:27](=[O:29])[CH2:26]1)([O:20][C:21]([CH3:24])([CH3:23])[CH3:22])=[O:19]>C1COCC1>[C:21]([O:20][C:18]([N:25]1[CH2:28][C:27]([C:5]2[C:4]([CH2:9][OH:10])=[CH:3][C:2]([Br:1])=[CH:7][N:6]=2)([OH:29])[CH2:26]1)=[O:19])([CH3:24])([CH3:22])[CH3:23] |f:2.3|. Procedure: To a stirred solution of (5-bromo-2-iodo-pyridin-3-yl)-methanol (9.5 g, 30.2 mmol, 1 eq) in dry THF (100 mL) was added i-PrMgCl.LiCl complex (1.3M in THF, 55.9 mL, 72.6 mmol, 2.4 eq) at −20° C. in drop wise manner over period of 20 minutes. Predissolved solution of N-boc-3-azetidinone (6.22 g, 36.3 mmol, 1.2 eq) in dry THF (80 mL) was added at −20° C. to above reaction mixture. Resulting reaction mixture was stirred at room temperature for 16 hours under nitrogen atmosphere. After maximum consum... Reactants: Cc1cc(C#N)cc(CC#N)c1, COc1nc(Cl)c([N+](=O)[O-])c(OC)n1, [H-], [Na+], CN(C)C=O. Yields the product COc1nc(OC)c([N+](=O)[O-])c(C(C#N)c2cc(C)cc(C#N)c2)n1. Reaction SMILES: [C:15](#[N:16])[CH2:17][c:18]1[cH:19][c:20]([C:21]#[N:22])[cH:23][c:24]([CH3:26])[cH:25]1.[Cl:1][c:2]1[n:3][c:4]([O:13][CH3:14])[n:5][c:6]([O:11][CH3:12])[c:7]1[N+:8](=[O:9])[O-:10].[H-:27].[Na+:28].[O:29]=[CH:30][N:31]([CH3:32])[CH3:33]>>[c:2]1([CH:17]([C:15]#[N:16])[c:18]2[cH:19][c:20]([C:21]#[N:22])[cH:23][c:24]([CH3:26])[cH:25]2)[n:3][c:4]([O:13][CH3:14])[n:5][c:6]([O:11][CH3:12])[c:7]1[N+:8](=[O:9])[O-:10]. Starting materials: C(C1=CC=CC=C1)N1C(C2=C(C3=C(N2)N=CC(=C3)C)C(=C1)C1=CC(=CC=C1)S(=O)(=O)CC)=O (7-Benzyl-5-(3-ethanesulfonyl-phenyl)-3-methyl-7,9-dihydro-dipyrido[2,3-b;4′,3′-d]pyrrol-8-one). Solvent: C(C)(=O)OC(C)=O (acetic anhydride). Reaction conditions: time 4 hour. Yields the product C(C)S(=O)(=O)C=1C=C(C=CC1)C1=CNC(C2=C1C1=C(N2)N=CC(=C1)C)=O (5-(3-Ethanesulfonyl-phenyl)-3-methyl-7,9-dihydro-dipyrido[2,3-b;4′,3′-d]pyrrol-8-one). Isolated yield 23.6%. RXN SMILES: C([N:8]1[CH:21]=[C:20]([C:22]2[CH:27]=[CH:26][CH:25]=[C:24]([S:28]([CH2:31][CH3:32])(=[O:30])=[O:29])[CH:23]=2)[C:11]2[C:12]3[CH:18]=[C:17]([CH3:19])[CH:16]=[N:15][C:13]=3[NH:14][C:10]=2[C:9]1=[O:33])C1C=CC=CC=1>C(OC(=O)C)(=O)C>[CH2:31]([S:28]([C:24]1[CH:23]=[C:22]([C:20]2[C:11]3[C:12]4[CH:18]=[C:17]([CH3:19])[CH:16]=[N:15][C:13]=4[NH:14][C:10]=3[C:9](=[O:33])[NH:8][CH:21]=2)[CH:27]=[CH:26][CH:25]=1)(=[O:29])=[O:30])[CH3:32]. Procedure details: Compound 30 (24 mg, 0.053 mmol) was stirred in acetic anhydride (2 mL) at reflux overnight. Solvent was removed in vacuo, and the residue was subjected to hydrogenation with 20% palladium hydroxide on carbon (25 mg) in acetic acid (5 mL) under a balloon of hydrogen at 36° C. for 4 h. The reaction was filtered through Celite and concentrated in vacuo. Purification by prep HPLC gave 4.6 mg (24%) of the title compound as a white solid. 1H NMR (400 MHz, MeOD-d4/CDCl3): δ 8.41 (br s, 1H), 8.12 (s, 1H... Reagents/catalysts: [Pd] (palladium). Yields the product C(C1=CC=CC=C1)N1C(NC2=C(C1=O)CNCC2)=O (3-Benzyl-5,6,7,8-tetrahydro-1H-pyrido[4,3-d]pyrimidine-2,4-dione). RXN SMILES: [CH2:1]([N:8]1[C:13](=[O:14])[C:12]2[CH2:15][N:16](CC3C=CC=CC=3)[CH2:17][CH2:18][C:11]=2[NH:10][C:9]1=[O:26])[C:2]1[CH:7]=[CH:6][CH:5]=[CH:4][CH:3]=1.[H][H]>[Pd].C(O)(=O)C>[CH2:1]([N:8]1[C:13](=[O:14])[C:12]2[CH2:15][NH:16][CH2:17][CH2:18][C:11]=2[NH:10][C:9]1=[O:26])[C:2]1[CH:3]=[CH:4][CH:5]=[CH:6][CH:7]=1. Procedure: A solution of 70 g of 3,6-dibenzyl-5,6,7,8-tetrahydro-1H-pyrido[4,3-d]pyrimidine-2,4-dione in 1.5 1 of glacial acetic acid was debenzylated in the 6-position by hydrogenolysis on 10 g of 10% palladium/activated charcoal at 70° C. and a hydrogen pressure of 3.5 bar. After the catalyst had been filtered off, the filtrate was concentrated under reduced pressure, the residual oil was taken up with 500 ml of water and the pH was adjusted to 8 with conc. sodium carbonate solution, with stirring, to gi... The yield is 88.7%. Starting materials: C(C1=CC=CC=C1)N1C(NC2=C(C1=O)CN(CC2)CC2=CC=CC=C2)=O (3,6-dibenzyl-5,6,7,8-tetrahydro-1H-pyrido[4,3-d]pyrimidine-2,4-dione), [H][H] (hydrogen). The solvent is C(C)(=O)O (acetic acid).